describe an organic reaction: reactants, conditions, products, and yield From a dataset of the Open Reaction Database (ORD), a public repository of structured organic reaction records. Starting materials: [N+](=O)(O)[O-] (HNO3), ClC=1C2=C(SC1C(=O)N1CCC(CC1)O)C=C(C(=C2)O)O ((3-chloro-5,6-dihydroxy-benzo[b]thiophen-2-yl)-(4-hydroxy-piperidin-1-yl)-methanone). Solvent: ClCCl (dichloromethane), C(C)(=O)OCC (ethyl acetate). Run at time 3 hour. The product is ClC=1C2=C(SC1C(=O)N1CCC(CC1)O)C(=C(C(=C2)O)O)[N+](=O)[O-] ((3-Chloro-5,6-dihydroxy-7-nitro-benzo[b]thiophen-2-yl)-(4-hydroxy-piperidin-1-yl)-methanone). Reaction SMILES: [N+:1]([O-:4])(O)=[O:2].[Cl:5][C:6]1[C:7]2[CH:23]=[C:22]([OH:24])[C:21]([OH:25])=[CH:20][C:8]=2[S:9][C:10]=1[C:11]([N:13]1[CH2:18][CH2:17][CH:16]([OH:19])[CH2:15][CH2:14]1)=[O:12]>ClCCl.C(OCC)(=O)C>[Cl:5][C:6]1[C:7]2[CH:23]=[C:22]([OH:24])[C:21]([OH:25])=[C:20]([N+:1]([O-:4])=[O:2])[C:8]=2[S:9][C:10]=1[C:11]([N:13]1[CH2:14][CH2:15][CH:16]([OH:19])[CH2:17][CH2:18]1)=[O:12]. Reported procedure: A solution of 1 M HNO3 in dichloromethane (0.67 ml) was added to a solution of (3-chloro-5,6-dihydroxy-benzo[b]thiophen-2-yl)-(4-hydroxy-piperidin-1-yl)-methanone (0.17 g) in ethyl acetate (10 ml). Stirring was continued at 60° C. for 3 hours and then at room temperature overnight. The mixture was concentrated to smaller volume and the precipitate filtered and washed with water. The crude product was recrystallized from N,N-dimethylformamide/ethanol (25:75). Reactants: ketal, ketal, Cl (HCl), C1(OCCO1)C1C(CC(C1CC=CCCCC(=O)OC)O)OCC1=C(C=CC=C1)Br (Methyl 7-(5-(2,5-dioxolanyl)-2-hydroxy-4-(o-bromobenzyloxy)cyclopentyl)hept-5-enoate). The solvent is CC(=O)C (acetone). Product: OC1C(C(C(C1)OCC1=C(C=CC=C1)Br)C=O)CC=CCCCC(=O)OC (Methyl 7-(2-hydroxy4-(o-bromobenzyloxy)-5-formyl-cyclopentyl)hept-5-enoate). As a reaction SMILES: [CH:1]1([CH:6]2[CH:10]([CH2:11][CH:12]=[CH:13][CH2:14][CH2:15][CH2:16][C:17]([O:19][CH3:20])=[O:18])[CH:9]([OH:21])[CH2:8][CH:7]2[O:22][CH2:23][C:24]2[CH:29]=[CH:28][CH:27]=[CH:26][C:25]=2[Br:30])OCC[O:2]1.Cl>CC(C)=O>[OH:21][CH:9]1[CH2:8][CH:7]([O:22][CH2:23][C:24]2[CH:29]=[CH:28][CH:27]=[CH:26][C:25]=2[Br:30])[CH:6]([CH:1]=[O:2])[CH:10]1[CH2:11][CH:12]=[CH:13][CH2:14][CH2:15][CH2:16][C:17]([O:19][CH3:20])=[O:18]. Procedure: In a round-bottomed flask with a magnetic stir bar is placed an amount of the ketal, 1f . To this flask is added a sufficient amount of a mixture of 2 parts acetone to 1 part 1N HCl to bring the ketal completely into solution. This material is stirred by TLC until the starting material is consumed, typically overnight. The crude mixture containing the product 1g is extracted with ether and the ether extract is re-esterified in situ with, preferably, TMS-diazomethane. The organic extracts are con... Reactants: ice water, ClC=1N=NC(=CC1)Cl (3,6-dichloropyridazine), FC(C=1C=C(C=CC1)NC1CNCCC1)(F)F (N-[3-(trifluoromethyl)phenyl]-3-piperidinamine), C([O-])([O-])=O.[Na+].[Na+] (sodium carbonate). Yields the product ClC1=CC=C(N=N1)N1CC(CCC1)NC1=CC(=CC=C1)C(F)(F)F (1-(6-chloro-3-pyridazinyl)-N-[3-(trifluoromethyl)phenyl]-3-piperidinamine). Reaction SMILES: [Cl:1][C:2]1[N:3]=[N:4][C:5](Cl)=[CH:6][CH:7]=1.[F:9][C:10]([F:25])([F:24])[C:11]1[CH:12]=[C:13]([NH:17][CH:18]2[CH2:23][CH2:22][CH2:21][NH:20][CH2:19]2)[CH:14]=[CH:15][CH:16]=1.C(=O)([O-])[O-].[Na+].[Na+]>CN(C)C=O>[Cl:1][C:2]1[N:3]=[N:4][C:5]([N:20]2[CH2:21][CH2:22][CH2:23][CH:18]([NH:17][C:13]3[CH:14]=[CH:15][CH:16]=[C:11]([C:10]([F:9])([F:25])[F:24])[CH:12]=3)[CH2:19]2)=[CH:6][CH:7]=1 |f:2.3.4|. The solvent is CN(C=O)C (N,N-dimethylformamide). Conditions: temperature 65 celsius, time 8 hour. The yield is 16.8%. Procedure details: A mixture of 4.5 parts of 3,6-dichloropyridazine, 4.9 parts of N-[3-(trifluoromethyl)phenyl]-3-piperidinamine, 6.4 parts of sodium carbonate and 180 parts of N,N-dimethylformamide was stirred overnight at about 65° C. The reaction mixture was poured into ice water and the product was extracted with dichloromethane. The extract was dried, filtered and evaporated. The residue was purified by column chromatography over silica gel using a mixture of trichloromethane and methanol (99:1 by volume) as ... Reactants: CCOC(=O)C(Cc1cc(Br)c(O)c(CNC(=O)OC(C)(C)C)c1)OC(C)C, CC#N, CCOC(C)=O, O=C1CCC(=O)N1I. The product is CCOC(=O)C(Cc1cc(I)c(O)c(CNC(=O)OC(C)(C)C)c1)OC(C)C. Reaction SMILES: [Br:1][c:2]1[cH:3][c:4]([CH2:18][CH:19]([C:20](=[O:21])[O:22][CH2:23][CH3:24])[O:25][CH:26]([CH3:27])[CH3:28])[cH:5][c:6]([CH2:9][NH:10][C:11](=[O:12])[O:13][C:14]([CH3:15])([CH3:16])[CH3:17])[c:7]1[OH:8].[CH3:37][C:38]#[N:39].[CH3:40][CH2:41][O:42][C:43](=[O:44])[CH3:45].[I:29][N:30]1[C:31](=[O:32])[CH2:33][CH2:34][C:35]1=[O:36]>>[c:2]1([I:29])[cH:3][c:4]([CH2:18][CH:19]([C:20](=[O:21])[O:22][CH2:23][CH3:24])[O:25][CH:26]([CH3:27])[CH3:28])[cH:5][c:6]([CH2:9][NH:10][C:11](=[O:12])[O:13][C:14]([CH3:15])([CH3:16])[CH3:17])[c:7]1[OH:8]. The reactants are CN(C)C=O, CC=CB(O)O, COC(=O)c1ccc(N2CCN(C(=O)OC(C)(C)C)CC2)c(I)c1, [Na+], [Na+], O=C([O-])[O-], O. Product: CC=Cc1cc(C(=O)OC)ccc1N1CCN(C(=O)OC(C)(C)C)CC1. As a reaction SMILES: [CH3:38][N:39]([CH3:40])[CH:41]=[O:42].[CH:26](=[CH:27][CH3:28])[B:29]([OH:30])[OH:31].[I:1][c:2]1[c:3]([N:12]2[CH2:13][CH2:14][N:15]([C:18](=[O:19])[O:20][C:21]([CH3:22])([CH3:23])[CH3:24])[CH2:16][CH2:17]2)[cH:4][cH:5][c:6]([C:8](=[O:9])[O:10][CH3:11])[cH:7]1.[Na+:32].[Na+:33].[O-:34][C:35](=[O:36])[O-:37].[OH2:25]>>[c:2]1([CH:26]=[CH:27][CH3:28])[c:3]([N:12]2[CH2:13][CH2:14][N:15]([C:18](=[O:19])[O:20][C:21]([CH3:22])([CH3:23])[CH3:24])[CH2:16][CH2:17]2)[cH:4][cH:5][c:6]([C:8](=[O:9])[O:10][CH3:11])[cH:7]1. The reactants are CC(C)(C)N1CC(CO)OC1c1ccccc1, CC(C)(C)O, Cc1cc2ccc(Cl)cc2c(Cl)n1, Cc1cnc(Cl)c2cc(Cl)ccc12, [K]. Product: Cc1cnc(OCC2CN(C(C)(C)C)C(c3ccccc3)O2)c2cc(Cl)ccc12. As a reaction SMILES: [C:28]([CH3:29])([CH3:30])([CH3:31])[N:32]1[CH:33]([c:39]2[cH:40][cH:41][cH:42][cH:43][cH:44]2)[O:34][CH:35]([CH2:37][OH:38])[CH2:36]1.[C:45]([OH:46])([CH3:47])([CH3:48])[CH3:49].[Cl:15][c:16]1[c:17]2[c:18]([cH:19][cH:20][c:21]([Cl:22])[cH:23]2)[cH:24][c:25]([CH3:26])[n:27]1.[Cl:2][c:3]1[n:4][cH:5][c:6]([CH3:14])[c:7]2[cH:8][cH:9][c:10]([Cl:13])[cH:11][c:12]12.[K:1]>>[c:3]1([O:38][CH2:37][CH:35]2[O:34][CH:33]([c:39]3[cH:40][cH:41][cH:42][cH:43][cH:44]3)[N:32]([C:28]([CH3:29])([CH3:30])[CH3:31])[CH2:36]2)[n:4][cH:5][c:6]([CH3:14])[c:7]2[cH:8][cH:9][c:10]([Cl:13])[cH:11][c:12]12.